Dataset: the Open Reaction Database (ORD), a public repository of structured organic reaction records. Task: describe an organic reaction: reactants, conditions, products, and yield Starting materials: CO, ClC(Cl)Cl, COc1cc2nccc(Oc3ccc(NC(=O)Nc4ccc(Cl)c([N+](=O)[O-])c4)cc3)c2cc1OC, [Na+], [Na+], O, O=S([O-])([O-])=S. Yields the product COc1cc2nccc(Oc3ccc(NC(=O)Nc4ccc(Cl)c(N)c4)cc3)c2cc1OC. As a reaction SMILES: [CH3:44][OH:45].[CH:46]([Cl:47])([Cl:48])[Cl:49].[Cl:1][c:2]1[c:3]([N+:33]([O-:34])=[O:35])[cH:4][c:5]([NH:8][C:9](=[O:10])[NH:11][c:12]2[cH:13][cH:14][c:15]([O:18][c:19]3[cH:20][cH:21][n:22][c:23]4[cH:24][c:25]([O:31][CH3:32])[c:26]([O:29][CH3:30])[cH:27][c:28]34)[cH:16][cH:17]2)[cH:6][cH:7]1.[Na+:41].[Na+:42].[OH2:43].[S:36]([O-:37])([O-:38])(=[O:39])=[S:40]>>[Cl:1][c:2]1[c:3]([NH2:33])[cH:4][c:5]([NH:8][C:9](=[O:10])[NH:11][c:12]2[cH:13][cH:14][c:15]([O:18][c:19]3[cH:20][cH:21][n:22][c:23]4[cH:24][c:25]([O:31][CH3:32])[c:26]([O:29][CH3:30])[cH:27][c:28]34)[cH:16][cH:17]2)[cH:6][cH:7]1. Starting materials: CC1CO1, S=C1NC(Cc2ccccc2)CS1, ClCCl, O=C(O)C(F)(F)F. Yields the product O=C1NC(Cc2ccccc2)CS1. RXN SMILES: [CH2:14]1[CH:15]([CH3:16])[O:17]1.[CH2:1]([c:2]1[cH:3][cH:4][cH:5][cH:6][cH:7]1)[CH:8]1[NH:9][C:10](=[S:13])[S:11][CH2:12]1.[Cl:25][CH2:26][Cl:27].[OH:18][C:19]([C:20]([F:21])([F:22])[F:23])=[O:24]>>[CH2:1]([c:2]1[cH:3][cH:4][cH:5][cH:6][cH:7]1)[CH:8]1[NH:9][C:10](=[O:17])[S:11][CH2:12]1. Starting materials: C(C)(C)N1CCC(CC1)C(=N)NO (1-isopropyl-N-hydroxypiperidine-4-carboxamidine), C1(CCCCC1)C1=CC=C(C(=O)Cl)C=C1 (4-cyclohexylbenzoyl chloride). Product: C(C)(C)N1CCC(CC1)C1=NOC(=N1)C1=CC=C(C=C1)C1CCCCC1 (1-Isopropyl-4-[5-(4-cyclohexylphenyl)[1,2,4]oxadiazol-3-yl]piperidine). Reaction SMILES: [CH:1]([N:4]1[CH2:9][CH2:8][CH:7]([C:10]([NH:12][OH:13])=[NH:11])[CH2:6][CH2:5]1)([CH3:3])[CH3:2].[CH:14]1([C:20]2[CH:28]=[CH:27][C:23]([C:24](Cl)=O)=[CH:22][CH:21]=2)[CH2:19][CH2:18][CH2:17][CH2:16][CH2:15]1>>[CH:1]([N:4]1[CH2:9][CH2:8][CH:7]([C:10]2[N:11]=[C:24]([C:23]3[CH:27]=[CH:28][C:20]([CH:14]4[CH2:15][CH2:16][CH2:17][CH2:18][CH2:19]4)=[CH:21][CH:22]=3)[O:13][N:12]=2)[CH2:6][CH2:5]1)([CH3:3])[CH3:2]. Procedure details: The title compound was prepared by a similar procedure to that described in Example 56, starting from 1-isopropyl-N-hydroxypiperidine-4-carboxamidine and 4-cyclohexylbenzoyl chloride. Starting materials: C(C)OC(CNCC1=CC=CC=C1)=O (N-benzylglycine ethyl ester), ClC1=C(CCC1)C=O (2-chloro-1-formylcyclopent-1-ene), O (water). Solvent: C1(=CC=CC=C1)C (toluene). The product is C(C1=CC=CC=C1)N1C2=C(C=C1C(=O)OCC)CCC2 (Ethyl 1-benzyl-1,4,5,6-tetrahydrocyclopenta[b]pyrrole-2-carboxylate). Reaction SMILES: Cl[C:2]1[CH2:6][CH2:5][CH2:4][C:3]=1[CH:7]=O.[CH2:9]([O:11][C:12](=[O:22])[CH2:13][NH:14][CH2:15][C:16]1[CH:21]=[CH:20][CH:19]=[CH:18][CH:17]=1)[CH3:10].O>C1(C)C=CC=CC=1>[CH2:15]([N:14]1[C:13]([C:12]([O:11][CH2:9][CH3:10])=[O:22])=[CH:7][C:3]2[CH2:4][CH2:5][CH2:6][C:2]1=2)[C:16]1[CH:21]=[CH:20][CH:19]=[CH:18][CH:17]=1. Procedure: 46.7 g (0.358 mol) of 2-chloro-1-formylcyclopent-1-ene are dissolved in 400 ml of toluene. 138 g (0.716 mol) of N-benzylglycine ethyl ester are added. The mixture is refluxed for one hour, the water of reaction being separated off via a water separator. After cooling, any precipitate formed is filtered off with suction and the toluene solution is washed with water, dried and concentrated. The residue is taken up in 300 ml of ethanol, 600 ml of 2N hydrochloric acid are added and the mixture is ex... Product: ClC1=C(C=CC(=C1)N(C)C)C=1N=C(C(=NC1CC)N[C@H]1[C@H](CC2=CC=CC=C12)OCCF)CC (5-[2-chloro-4-(dimethylamino)phenyl]-3,6-diethyl-N-[(1R,2S)-2-(2-fluoroethoxy)-2,3-dihydro-1H-inden-1-yl]pyrazin-2-amine). Reported procedure: Following the procedure for the preparation of 5-(2,4-dichlorophenyl)-N-[(1R,2S)-2-ethoxy-2,3-dihydro-1H-inden-1-yl]-3,6-diethylpyrazin-2-amine but substituting (1R,2S)-1-({5-[2-chloro-4-(dimethylamino)phenyl]-3,6-diethylpyrazin-2-yl}amino)-2,3-dihydro-1H-inden-2-ol and 1-bromo-2-fluoroethane and making non-critical variations provided the title compound as a light yellow amorphous solid. IR (diffuse reflectance) 2969, 2932, 2907, 2877, 1608, 1563, 1545, 1483, 1447, 1392, 1353, 1207, 1177, 1123,... Reactants: ClC1=C(C=CC(=C1)Cl)C=1N=C(C(=NC1CC)N[C@H]1[C@H](CC2=CC=CC=C12)OCC)CC (5-(2,4-dichlorophenyl)-N-[(1R,2S)-2-ethoxy-2,3-dihydro-1H-inden-1-yl]-3,6-diethylpyrazin-2-amine), ClC1=C(C=CC(=C1)N(C)C)C=1N=C(C(=NC1CC)N[C@H]1[C@H](CC2=CC=CC=C12)O)CC ((1R,2S)-1-({5-[2-chloro-4-(dimethylamino)phenyl]-3,6-diethylpyrazin-2-yl}amino)-2,3-dihydro-1H-inden-2-ol), BrCCF (1-bromo-2-fluoroethane). Reaction SMILES: ClC1C=C(Cl)C=CC=1C1N=C(CC)C(N[C@@H]2C3C(=CC=CC=3)C[C@@H]2OCC)=NC=1CC.[Cl:32][C:33]1[CH:38]=[C:37]([N:39]([CH3:41])[CH3:40])[CH:36]=[CH:35][C:34]=1[C:42]1[N:43]=[C:44]([CH2:61][CH3:62])[C:45]([NH:50][C@@H:51]2[C:59]3[C:54](=[CH:55][CH:56]=[CH:57][CH:58]=3)[CH2:53][C@@H:52]2[OH:60])=[N:46][C:47]=1[CH2:48][CH3:49].Br[CH2:64][CH2:65][F:66]>>[Cl:32][C:33]1[CH:38]=[C:37]([N:39]([CH3:41])[CH3:40])[CH:36]=[CH:35][C:34]=1[C:42]1[N:43]=[C:44]([CH2:61][CH3:62])[C:45]([NH:50][C@@H:51]2[C:59]3[C:54](=[CH:55][CH:56]=[CH:57][CH:58]=3)[CH2:53][C@@H:52]2[O:60][CH2:64][CH2:65][F:66])=[N:46][C:47]=1[CH2:48][CH3:49]. The reactants are FC1=C(C=CC(=C1)OC)[N+](=O)[O-] (2-Fluoro-4-methoxy-1-nitro-benzene), COC1=CC(=C(C=C1)N)N1CCOCC1 (4-Methoxy-2-morpholin-4-yl-phenylamine), ClC1=NC=C(C(=N1)NC1=C(C=C(C=C1)OC)N1CCOCC1)Cl ((2,5-Dichloro-pyrimidin-4-yl)-(4-methoxy-2-morpholin-4-yl-phenyl)-amine), N1CCOCC1 (Morpholine), COC=1C=CC(=C(C1)N1CCOCC1)[N+](=O)[O-] (4-(5-Methoxy-2-nitro-phenyl)-morpholine). Yields the product ClC=1C(=NC(=NC1)NC1=CC2=C(CCN(CC2)CC(=O)N(C)C)C=C1OC)NC1=C(C=C(C=C1)OC)N1CCOCC1 (2-{7-[5-Chloro-4-(4-methoxy-2-morpholin-4-yl-phenylamino)-pyrimidin-2-ylamino]-8-methoxy-1,2,4,5-tetrahydro-benzo[d]azepin-3-yl}-N,N-dimethyl-acetamide). As a reaction SMILES: F[C:2]1[CH:7]=[C:6]([O:8][CH3:9])[CH:5]=[CH:4][C:3]=1[N+]([O-])=O.[NH:13]1[CH2:18]COC[CH2:14]1.COC1C=CC([N+]([O-])=O)=[C:25]([N:27]2[CH2:32][CH2:31][O:30][CH2:29][CH2:28]2)[CH:26]=1.COC1C=CC([NH2:44])=C(N2CCOCC2)C=1.Cl[C:52]1[N:57]=[C:56]([NH:58][C:59]2[CH:64]=[CH:63][C:62]([O:65][CH3:66])=[CH:61][C:60]=2[N:67]2[CH2:72][CH2:71][O:70][CH2:69][CH2:68]2)[C:55]([Cl:73])=[CH:54][N:53]=1>>[Cl:73][C:55]1[C:56]([NH:58][C:59]2[CH:64]=[CH:63][C:62]([O:65][CH3:66])=[CH:61][C:60]=2[N:67]2[CH2:72][CH2:71][O:70][CH2:69][CH2:68]2)=[N:57][C:52]([NH:44][C:5]2[C:6]([O:8][CH3:9])=[CH:7][C:2]3[CH2:31][CH2:32][N:27]([CH2:28][C:29]([N:13]([CH3:18])[CH3:14])=[O:30])[CH2:25][CH2:26][C:3]=3[CH:4]=2)=[N:53][CH:54]=1. Procedure: 2-Fluoro-4-methoxy-1-nitro-benzene using Morpholine was converted in an analogous manner to Example 171b, to 4-(5-Methoxy-2-nitro-phenyl)-morpholine, which was converted in an analogous manner to Example 31f, to 4-Methoxy-2-morpholin-4-yl-phenylamine, which was converted, in an analogous procedure to Example 1d, to (2,5-Dichloro-pyrimidin-4-yl)-(4-methoxy-2-morpholin-4-yl-phenyl)-amine, which was converted to the title compound in an analogous manner to Example 61e using 2-(7-Amino-8-methoxy-1,2...